From a dataset of the Open Reaction Database (ORD), a public repository of structured organic reaction records. describe an organic reaction: reactants, conditions, products, and yield Starting materials: O (water), OC1(CC=CC1)C#N (1-hydroxy-3-cyclopentene-1-carbonitrile). Solvent: C(C)(=O)O (acetic acid). Conditions: time 8 hour. Product: OC1(CC=CC1)C(=O)N (1-hydroxy-3-cyclopentene-1-carboxamide). Reaction SMILES: [OH2:1].[OH:2][C:3]1([C:8]#[N:9])[CH2:7][CH:6]=[CH:5][CH2:4]1>C(O)(=O)C>[OH:2][C:3]1([C:8]([NH2:9])=[O:1])[CH2:7][CH:6]=[CH:5][CH2:4]1. Reported procedure: To 5 ml. of a solution prepared by mixing one part of water and 9 parts of glacial acetic acid, and then cooling to 0°-10° C., is added 300 mg. of 1-hydroxy-3-cyclopentene-1-carbonitrile. To this is then added 5 ml. of a solution prepared by saturating glacial acetic acid with gaseous hydrogen bromide and cooling to 0°-10° C. The resulting mixture is allowed to stand at room temperature overnight. It is then evaporated to dryness in vacuo, and the residue is partitioned between ethyl acetate and... Reactants: CO, [N-]=[N+]=NC1CCOc2ncccc21. The product is NC1CCOc2ncccc21. Reaction SMILES: [CH3:14][OH:15].[N:1](=[N+:2]=[N-:3])[CH:4]1[CH2:5][CH2:6][O:7][c:8]2[n:9][cH:10][cH:11][cH:12][c:13]21>>[NH2:1][CH:4]1[CH2:5][CH2:6][O:7][c:8]2[n:9][cH:10][cH:11][cH:12][c:13]21. Reactants: CS(C)=O, COC(=O)C(C)(C)COc1cccnc1N, [H-], [Na+], O. The product is CC1(C)COc2cccnc2NC1=O. Reaction SMILES: [CH3:19][S:20]([CH3:21])=[O:22].[CH3:3][C:4]([C:5](=[O:6])[O:7][CH3:8])([CH2:9][O:10][c:11]1[c:12]([NH2:17])[n:13][cH:14][cH:15][cH:16]1)[CH3:18].[H-:2].[Na+:1].[OH2:23]>>[CH3:3][C:4]1([CH3:18])[C:5](=[O:6])[NH:17][c:12]2[c:11]([cH:16][cH:15][cH:14][n:13]2)[O:10][CH2:9]1.